Dataset: the Open Reaction Database (ORD), a public repository of structured organic reaction records. Task: describe an organic reaction: reactants, conditions, products, and yield The reactants are BrC=1C(=NC(=CC1)C)C#N (3-bromo-6-methylpicolinonitrile), N1N=CC=C1 (1H-pyrazole), CN[C@@H]1[C@H](CCCC1)NC ((1S,2S)—N1,N2-dimethylcyclohexane-1,2-diamine), C(=O)([O-])[O-].[Cs+].[Cs+] (Cs2CO3). The reagents and catalysts are [Cu]I (CuI). Solvent: CN(C)C=O (DMF). Reaction conditions: temperature 120 celsius. Yields the product CC1=CC=C(C(=N1)C#N)N1N=CC=C1 (6-Methyl-3-(1H-pyrazol-1-yl)picolinonitrile). Yield: 63.9%. RXN SMILES: Br[C:2]1[C:3]([C:9]#[N:10])=[N:4][C:5]([CH3:8])=[CH:6][CH:7]=1.[NH:11]1[CH:15]=[CH:14][CH:13]=[N:12]1.CN[C@H]1CCCC[C@@H]1NC.C([O-])([O-])=O.[Cs+].[Cs+]>CN(C=O)C.[Cu]I>[CH3:8][C:5]1[N:4]=[C:3]([C:9]#[N:10])[C:2]([N:11]2[CH:15]=[CH:14][CH:13]=[N:12]2)=[CH:7][CH:6]=1 |f:3.4.5|. Procedure: A mixture of 3-bromo-6-methylpicolinonitrile (1 g, 5.1 mmol), 1H-pyrazole (0.52 ml, 7.61 mmol), (1S,2S)—N1,N2-dimethylcyclohexane-1,2-diamine (0.97 ml, 6.09 mmol), Cs2CO3 (2.48 g, 7.61 mmol) and CuI (97 mg, 0.51 mmol) in DMF (10 mL) was degassed and heated at 120° C. for 1 h in a microwave reactor. The solvent was removed in vacuo to obtain the crude which was purified by silica gel chromatography (0˜100% DCM/EtOAc) to yield the title compound as a yellow oil (600 mg, 64%). MS (ESI) 185 (M+H). The reactants are CCOCC (ether), C(C)(C)(C)OC(C(=NOCC(NN)=O)C=1N=C(SC1)N)=O (2-(2-amino-1,3-thiazol-4-yl)-2-carbazoylmethoxyiminoacetic acid tert-butyl ester), C(C)(=O)OC=1C=C(C(=O)Cl)C=CC1OC(C)=O (3,4-diacetoxybenzoic acid chloride), C/C(=N\[Si](C)(C)C)/O[Si](C)(C)C (N,O-bis(trimethylsilyl)acetamide), ice. Run in CO (methanol), C(Cl)Cl (methylene chloride). Conditions: time 2 hour. Product: Cl.C(C)(C)(C)OC(C(=NOCC(NNC(C1=CC(=C(C=C1)OC(C)=O)OC(C)=O)=O)=O)C=1N=C(SC1)N)=O (2-(2-amino-1,3-thiazol-4-yl)-2-[3-(3,4-diacetoxybenzoyl)carbazoyl]methoxyiminoacetic acid tert-butyl ester hydrochloride). Yield: 91.9%. As a reaction SMILES: [C:1]([O:5][C:6](=[O:21])[C:7]([C:15]1[N:16]=[C:17]([NH2:20])[S:18][CH:19]=1)=[N:8][O:9][CH2:10][C:11](=[O:14])[NH:12][NH2:13])([CH3:4])([CH3:3])[CH3:2].C/C(/O[Si](C)(C)C)=N\[Si](C)(C)C.[C:34]([O:37][C:38]1[CH:39]=[C:40]([CH:44]=[CH:45][C:46]=1[O:47][C:48](=[O:50])[CH3:49])[C:41]([Cl:43])=[O:42])(=[O:36])[CH3:35].CCOCC>C(Cl)Cl.CO>[ClH:43].[C:1]([O:5][C:6](=[O:21])[C:7]([C:15]1[N:16]=[C:17]([NH2:20])[S:18][CH:19]=1)=[N:8][O:9][CH2:10][C:11](=[O:14])[NH:12][NH:13][C:41](=[O:42])[C:40]1[CH:44]=[CH:45][C:46]([O:47][C:48](=[O:50])[CH3:49])=[C:38]([O:37][C:34](=[O:36])[CH3:35])[CH:39]=1)([CH3:4])([CH3:2])[CH3:3] |f:6.7|. Reported procedure: In 50 ml of methylene chloride was suspended 6.12 g (19.4 mmole) of 2-(2-amino-1,3-thiazol-4-yl)-2-carbazoylmethoxyiminoacetic acid tert-butyl ester, and to the suspension was added 20.8 g (102.3 mmole) of N,O-bis(trimethylsilyl)acetamide to form a solution. To the ice-cooled solution was added 5.467 g (21.3 mmole) of 3,4-diacetoxybenzoic acid chloride and the mixture was stirred for 2 hours under ice-cooling. The resulting mixture was poured into 800 ml of ether and to the mixture was added a s... The reactants are CCC1CC(N(Cc2cc(C(F)(F)F)cc(C(F)(F)F)c2)c2ccc(N3CCOCC3)cn2)c2cc(C(F)(F)F)ccc2N1C(=O)OCC(C)(C)C(=O)OC(C)(C)C, O=C([O-])O, CCOC(C)=O, [Na+]. The product is CCC1CC(N(Cc2cc(C(F)(F)F)cc(C(F)(F)F)c2)c2ccc(N3CCOCC3)cn2)c2cc(C(F)(F)F)ccc2N1C(=O)OCC(C)(C)C(=O)O. RXN SMILES: [C:1]([CH3:2])([CH3:3])([CH3:4])[O:5][C:6](=[O:7])[C:8]([CH2:9][O:10][C:11](=[O:12])[N:13]1[CH:14]([CH2:55][CH3:56])[CH2:15][CH:16]([N:27]([c:28]2[n:29][cH:30][c:31]([N:34]3[CH2:35][CH2:36][O:37][CH2:38][CH2:39]3)[cH:32][cH:33]2)[CH2:40][c:41]2[cH:42][c:43]([C:51]([F:52])([F:53])[F:54])[cH:44][c:45]([C:47]([F:48])([F:49])[F:50])[cH:46]2)[c:17]2[cH:18][c:19]([C:23]([F:24])([F:25])[F:26])[cH:20][cH:21][c:22]21)([CH3:57])[CH3:58].[C:59](=[O:60])([O-:61])[OH:62].[CH3:64][CH2:65][O:66][C:67](=[O:68])[CH3:69].[Na+:63]>>[O:5]=[C:6]([OH:7])[C:8]([CH2:9][O:10][C:11](=[O:12])[N:13]1[CH:14]([CH2:55][CH3:56])[CH2:15][CH:16]([N:27]([c:28]2[n:29][cH:30][c:31]([N:34]3[CH2:35][CH2:36][O:37][CH2:38][CH2:39]3)[cH:32][cH:33]2)[CH2:40][c:41]2[cH:42][c:43]([C:51]([F:52])([F:53])[F:54])[cH:44][c:45]([C:47]([F:48])([F:49])[F:50])[cH:46]2)[c:17]2[cH:18][c:19]([C:23]([F:24])([F:25])[F:26])[cH:20][cH:21][c:22]21)([CH3:57])[CH3:58]. The reactants are BrCCCCCBr, CN(C)C=O, [H-], [Na+], O=C1NC=COc2ccccc21. Yields the product O=C1c2ccccc2OC=CN1CCCCCBr. RXN SMILES: [Br:15][CH2:16][CH2:17][CH2:18][CH2:19][CH2:20][Br:21].[CH3:22][N:23]([CH3:24])[CH:25]=[O:26].[H-:13].[Na+:14].[O:1]1[CH:2]=[CH:3][NH:4][C:5](=[O:12])[c:6]2[c:7]1[cH:8][cH:9][cH:10][cH:11]2>>[O:1]1[CH:2]=[CH:3][N:4]([CH2:20][CH2:19][CH2:18][CH2:17][CH2:16][Br:15])[C:5](=[O:12])[c:6]2[c:7]1[cH:8][cH:9][cH:10][cH:11]2.